From a dataset of the Open Reaction Database (ORD), a public repository of structured organic reaction records. describe an organic reaction: reactants, conditions, products, and yield Starting materials: C(C1=CC=CC=C1)N1CC(CCC1)C1=CC=C(C=C1)NN=C(C1=CC=CC=C1)C1=CC=CC=C1 (Diphenylmethanone [4-(1-benzylpiperidin-3-yl)phenyl]hydrazone), Cl (HCl). The solvent is CCO (EtOH). Product: [Cl-].[Cl-].C(C1=CC=CC=C1)[NH+]1CC(CCC1)C1=CC=C(C=C1)N[NH3+] (1-Benzyl-3-(4-diazan-2-iumylphenyl)piperidinium dichloride). Isolated yield 80.0%. RXN SMILES: [CH2:1]([N:8]1[CH2:13][CH2:12][CH2:11][CH:10]([C:14]2[CH:19]=[CH:18][C:17]([NH:20][N:21]=C(C3C=CC=CC=3)C3C=CC=CC=3)=[CH:16][CH:15]=2)[CH2:9]1)[C:2]1[CH:7]=[CH:6][CH:5]=[CH:4][CH:3]=1.[ClH:35]>CCO>[Cl-:35].[Cl-:35].[CH2:1]([NH+:8]1[CH2:13][CH2:12][CH2:11][CH:10]([C:14]2[CH:15]=[CH:16][C:17]([NH:20][NH3+:21])=[CH:18][CH:19]=2)[CH2:9]1)[C:2]1[CH:3]=[CH:4][CH:5]=[CH:6][CH:7]=1 |f:3.4.5|. Procedure: A suspension of (F2) in EtOH/conc. HCl (1:10, 0.8 M solution) was stirred overnight at RT. Then, the reaction mixture was extracted with Et2O (3×) and the aqueous phase was concentrated under reduced pressure and dried under high vacuum pump to afford (80%) the title compound as a beige solid. 1H NMR (300 MHz, DMSO-d6, 300K) δ 10.84 (1H, s), 10.16 (3H, s), 8.22 (1H, s), 7.66-7.55 (2H, m), 7.48-7.39 (3H, m), 7.15 (2H, d, J=8.1 Hz), 6.95 (2H, d, J=8.1 Hz), 4.28 (2H, s), 3.38-3.22 (2H, m), 3.20-3.0... Procedure: (R)-2-Amino-5-methoxy-1,2,3,4tetrahydronaphthalene hydrochloride (5.0 g, 23 mmol) was dissolved in acetic acid (300 mL) under nitrogen atmosphere. Sodium acetate (5.5 g, 70 mmol) was added and bromine (3.5 g, 23 mmol) was then added in one portion. The mixture was stirred for 5 minutes at room temperature. The solvent was removed in vacuo to give a solid residue which was partitioned between ethyl acetate and NaOH (2 M). The layers were separated and the aqueous phase was extracted twice with et... Reaction conditions: time 5 minute. As a reaction SMILES: Cl.[NH2:2][C@@H:3]1[CH2:12][CH2:11][C:10]2[C:5](=[CH:6][CH:7]=[CH:8][C:9]=2[O:13][CH3:14])[CH2:4]1.C([O-])(=O)C.[Na+].[Br:20]Br>C(O)(=O)C>[NH2:2][C@@H:3]1[CH2:12][CH2:11][C:10]2[C:5](=[C:6]([Br:20])[CH:7]=[CH:8][C:9]=2[O:13][CH3:14])[CH2:4]1 |f:0.1,2.3|. Solvent: C(C)(=O)O (acetic acid). The product is N[C@H]1CC2=C(C=CC(=C2CC1)OC)Br ((R)-2-Amino-8-bromo-5-methoxy-1,2,3,4-tetrahydronaphthalene). The reactants are C(C)(=O)[O-].[Na+] (Sodium acetate), Cl.N[C@H]1CC2=CC=CC(=C2CC1)OC ((R)-2-Amino-5-methoxy-1,2,3,4tetrahydronaphthalene hydrochloride), BrBr (bromine). The reactants are [Br-].BrC=1C=[N+](C2=CC=CC=C2C1)CC(=O)C1=CC=CC=C1 (3-Bromo-1-phenacyl-quinolinium bromide), BrCC(=O)C1=CC=CC=C1 (2-bromo-1-phenyl-ethanone), CC1=CC=C2C=CC=NC2=C1 (7-methyl-quinoline). Solvent: C(C)#N (acetonitrile). Product: C(C1=CC=CC=C1)(=O)C1=CC(=C2N1C1=CC=CC=C1C=C2Br)C#N (1-Benzoyl-4-bromo-3-cyano-pyrrolo[1,2-a]quinoline). RXN SMILES: [Br-].[Br:2][C:3]1[CH:4]=[N+:5]([CH2:13][C:14]([C:16]2[CH:21]=[CH:20][CH:19]=[CH:18][CH:17]=2)=[O:15])[C:6]2[C:11]([CH:12]=1)=[CH:10][CH:9]=[CH:8][CH:7]=2.BrCC(C1C=CC=CC=1)=O.CC1C=C2C([CH:37]=[CH:38][CH:39]=[N:40]2)=CC=1>C(#N)C>[C:14]([C:13]1[N:5]2[C:6]3[C:11]([CH:12]=[C:3]([Br:2])[C:4]2=[C:38]([C:39]#[N:40])[CH:37]=1)=[CH:10][CH:9]=[CH:8][CH:7]=3)(=[O:15])[C:16]1[CH:21]=[CH:20][CH:19]=[CH:18][CH:17]=1 |f:0.1|. Procedure: 3-Bromo-1-phenacyl-quinolinium bromide: The title compound was prepared from 2-bromo-1-phenyl-ethanone (485 mg, 2.44 mmol), 7-methyl-quinoline (430 mg, 2.07 mmol) and acetonitrile (5 mL), similar to Example 1a, and yielded 303 mg (36%) as a light tan solid: 1H NMR (CD3OD) 9.73 (d, J=2.1 Hz, 1H), 9.65 (d, J=1.8 Hz, 1H), 8.44 (dd, J=1.2, 8.1 Hz, 1H), 8.31–8.18 (m, 4H), 8.08 (m, 1H), 7.81 (m, 1H), 6.67 (m, 2H), 6.91 (s, 2H). Starting materials: Cc1[nH]c(C(=O)NC2CCN(c3cc(C(=O)O)nc(N4CCOCC4)n3)CC2)c(Cl)c1Cl, Cl, CON. The product is CONC(=O)c1cc(N2CCC(NC(=O)c3[nH]c(C)c(Cl)c3Cl)CC2)nc(N2CCOCC2)n1. As a reaction SMILES: [Cl:1][c:2]1[c:3]([C:9](=[O:10])[NH:11][CH:12]2[CH2:13][CH2:14][N:15]([c:18]3[cH:19][c:20]([C:30](=[O:31])[OH:32])[n:21][c:22]([N:24]4[CH2:25][CH2:26][O:27][CH2:28][CH2:29]4)[n:23]3)[CH2:16][CH2:17]2)[nH:4][c:5]([CH3:8])[c:6]1[Cl:7].[ClH:33].[O:34]([CH3:35])[NH2:36]>>[Cl:1][c:2]1[c:3]([C:9](=[O:10])[NH:11][CH:12]2[CH2:13][CH2:14][N:15]([c:18]3[cH:19][c:20]([C:30](=[O:31])[NH:36][O:34][CH3:35])[n:21][c:22]([N:24]4[CH2:25][CH2:26][O:27][CH2:28][CH2:29]4)[n:23]3)[CH2:16][CH2:17]2)[nH:4][c:5]([CH3:8])[c:6]1[Cl:7]. The reactants are CC(C)(C)OC(=O)CBr, CNCCN1CCSc2cc([N+](=O)[O-])ccc21, CCN(C(C)C)C(C)C, CN(C)C=O. Product: CN(CCN1CCSc2cc([N+](=O)[O-])ccc21)CC(=O)OC(C)(C)C. As a reaction SMILES: [Br:27][CH2:28][C:29](=[O:30])[O:31][C:32]([CH3:33])([CH3:34])[CH3:35].[CH3:1][NH:2][CH2:3][CH2:4][N:5]1[c:6]2[c:7]([cH:11][c:12]([N+:15](=[O:16])[O-:17])[cH:13][cH:14]2)[S:8][CH2:9][CH2:10]1.[CH:18]([N:19]([CH:20]([CH3:21])[CH3:22])[CH2:23][CH3:24])([CH3:25])[CH3:26].[O:36]=[CH:37][N:38]([CH3:39])[CH3:40]>>[CH3:1][N:2]([CH2:3][CH2:4][N:5]1[c:6]2[c:7]([cH:11][c:12]([N+:15](=[O:16])[O-:17])[cH:13][cH:14]2)[S:8][CH2:9][CH2:10]1)[CH2:28][C:29](=[O:30])[O:31][C:32]([CH3:33])([CH3:34])[CH3:35]. Starting materials: Cl.O=C1OC2(CN1C1=CC=C(C(=O)OC)C=C1)CCNCC2 (methyl 4-(2-oxo-1-oxa-3,8-diazaspiro[4.5]dec-3-yl)benzoate hydrochloride salt), ClC1=C(C=C(C=O)C=C1)C(F)(F)F (4-chloro-3-trifluoromethylbenzaldehyde). The product is ClC1=C(C=C(CN2CCC3(CN(C(O3)=O)C3=CC=C(C(=O)OC)C=C3)CC2)C=C1)C(F)(F)F (methyl 4-{8-[4-chloro-3-(trifluoromethyl)benzyl]-2-oxo-1-oxa-3,8-diazaspiro[4.5]dec-3-yl}benzoate), solid. RXN SMILES: Cl.[O:2]=[C:3]1[N:7]([C:8]2[CH:17]=[CH:16][C:11]([C:12]([O:14][CH3:15])=[O:13])=[CH:10][CH:9]=2)[CH2:6][C:5]2([CH2:22][CH2:21][NH:20][CH2:19][CH2:18]2)[O:4]1.[Cl:23][C:24]1[CH:31]=[CH:30][C:27]([CH:28]=O)=[CH:26][C:25]=1[C:32]([F:35])([F:34])[F:33]>>[Cl:23][C:24]1[CH:31]=[CH:30][C:27]([CH2:28][N:20]2[CH2:21][CH2:22][C:5]3([O:4][C:3](=[O:2])[N:7]([C:8]4[CH:17]=[CH:16][C:11]([C:12]([O:14][CH3:15])=[O:13])=[CH:10][CH:9]=4)[CH2:6]3)[CH2:18][CH2:19]2)=[CH:26][C:25]=1[C:32]([F:33])([F:34])[F:35] |f:0.1|. Reported procedure: The title compound was prepared from methyl 4-(2-oxo-1-oxa-3,8-diazaspiro[4.5]dec-3-yl)benzoate hydrochloride salt (50 mg, 0.153 mmol; Example 1, Step 2) and 4-chloro-3-trifluoromethylbenzaldehyde (38.3 mg, 0.184 mmol) following essentially the same procedure described in Step 1 of Example 7-6. The title compound was obtained as a yellow solid (73 mg) that was used without any further purification.